From a dataset of the Open Reaction Database (ORD), a public repository of structured organic reaction records. describe an organic reaction: reactants, conditions, products, and yield Reaction conditions: temperature 150 celsius, time 50 hour. Isolated yield 48.5%. The solvent is S1(=O)(=O)CCCC1 (sulfolane). Reported procedure: A mixture of 9.5 g of 2-chloro-6-(phenylthio) pyridine (b.p. 112° to 116° C./0.01 mm Hg, prepared by reaction of 2,6-dichloropyridine with the sodium salt of thiophenol), 7.8 g of potassium carbonate and 7.6 g of 4-acetamidopyridine in 75 ml of sulfolane is heated to 150° C. with stirring for 50 hours, then the sulfolane is concentrated to 1/5th of its volume, the mixture is poured in 100 ml of water and extraction is effected four times with 150 ml of diethyl ether. The organic phase is washed ... The product is C(C)(=O)NC1CCN(CC1)C1=NC(=CC=C1)SC1=CC=CC=C1 (4-acetamido-1-(6-phenylthio-2-pyridyl)piperidine). Reactants: ClC1=NC(=CC=C1)Cl (2,6-dichloropyridine), [Na] (sodium), C1(=CC=CC=C1)S (thiophenol), C([O-])([O-])=O.[K+].[K+] (potassium carbonate), C(C)(=O)NC1=CC=NC=C1 (4-acetamidopyridine), ClC1=NC(=CC=C1)SC1=CC=CC=C1 (2-chloro-6-(phenylthio) pyridine). Reaction SMILES: Cl[C:2]1[CH:7]=[CH:6][CH:5]=[C:4]([S:8][C:9]2[CH:14]=[CH:13][CH:12]=[CH:11][CH:10]=2)[N:3]=1.ClC1C=CC=C(Cl)N=1.[Na].C1(S)C=CC=CC=1.C(=O)([O-])[O-].[K+].[K+].[C:37]([NH:40][C:41]1[CH:46]=[CH:45][N:44]=[CH:43][CH:42]=1)(=[O:39])[CH3:38]>S1(CCCC1)(=O)=O>[C:37]([NH:40][CH:41]1[CH2:46][CH2:45][N:44]([C:2]2[CH:7]=[CH:6][CH:5]=[C:4]([S:8][C:9]3[CH:14]=[CH:13][CH:12]=[CH:11][CH:10]=3)[N:3]=2)[CH2:43][CH2:42]1)(=[O:39])[CH3:38] |f:4.5.6,^1:22|.